Dataset: the Open Reaction Database (ORD), a public repository of structured organic reaction records. Task: describe an organic reaction: reactants, conditions, products, and yield The product is C(C1=CC=CC=C1)OC1=C(C(=C(C=C1)F)F)F (1-(Benzyloxy)-2,3,4-trifluorobenzene). The solvent is C(C)C(=O)C (methyl ethyl ketone), CC(=O)C (acetone), CN1CCCN(C1=O)C (DMPU), CN(C)P(=O)(N(C)C)N(C)C (HMPA), CS(=O)C (DMSO), CCOCC (ether). Reaction SMILES: [F:1][C:2]1[C:7]([F:8])=[C:6]([F:9])[CH:5]=[CH:4][C:3]=1[OH:10].[CH:11]1[CH:16]=[CH:15][C:14]([CH2:17]Br)=[CH:13][CH:12]=1.C(Cl)C1C=CC=CC=1.C([O-])([O-])=O.[Na+].[Na+].C([O-])([O-])=O.[K+].[K+].C([O-])(O)=O.[Na+].CC([O-])(C)C.[K+].C(O[Na])(C)(C)C.S1(CCCC1)(=O)=O>C(C(C)=O)C.CC(C)=O.CN1C(=O)N(C)CCC1.CN(P(N(C)C)(N(C)C)=O)C.CS(C)=O.CCOCC>[CH2:17]([O:10][C:3]1[CH:4]=[CH:5][C:6]([F:9])=[C:7]([F:8])[C:2]=1[F:1])[C:14]1[CH:15]=[CH:16][CH:11]=[CH:12][CH:13]=1 |f:3.4.5,6.7.8,9.10,11.12|. Procedure details: 2,3,4-Trifluorophenol was protected with hydroxy protection reagent (examples include BnBr, BnCl) at ambient temperature in the presence of base (include Na2CO3, K2CO3, NaHCO3, KHCO3, t-BuOK, t-BuONa) in appropriate inert solvent (include aliphatic and aromatic hydrocarbon (such as pentane, hexane, heptane, cyclohexane, petroleum ether, petrol, gasoline, benzene, toluene, xylene), aliphatic and aromatic halo-hydrocarbon (such as dichloromethane, 1,2-dichloroethane, chloroform, phenixin, chlorobe... The reactants are FC1=C(C=CC(=C1F)F)O (2,3,4-Trifluorophenol), C1=CC=C(C=C1)CBr (BnBr), C(C1=CC=CC=C1)Cl (BnCl), C(=O)([O-])[O-].[Na+].[Na+] (Na2CO3), C(=O)([O-])[O-].[K+].[K+] (K2CO3), C(=O)(O)[O-].[Na+] (NaHCO3), KHCO3, CC(C)(C)[O-].[K+] (t-BuOK), C(C)(C)(C)O[Na] (t-BuONa), aliphatic and aromatic hydrocarbon, aliphatic and aromatic halo-hydrocarbon, ketone, ester, nitrile, amide, S1(=O)(=O)CCCC1 (sulfolane).